From a dataset of the Open Reaction Database (ORD), a public repository of structured organic reaction records. describe an organic reaction: reactants, conditions, products, and yield Starting materials: BrBr, CC(=O)O, O=C(O)c1cccc(O)c1. Product: O=C(O)c1ccc(Br)c(O)c1. As a reaction SMILES: [Br:11][Br:12].[C:13]([OH:14])(=[O:15])[CH3:16].[OH:1][C:2](=[O:3])[c:4]1[cH:5][cH:6][cH:7][c:8]([OH:9])[cH:10]1>>[OH:1][C:2](=[O:3])[c:4]1[cH:5][cH:6][c:7]([Br:11])[c:8]([OH:9])[cH:10]1. Reactants: N(=O)[O-].[Na+] (sodium nitrite), sulfonamides, sulfonylchlorides, cupric chloride, S(=O)=O (sulfur dioxide), mixture, ONC1=C(C=CC=C1)C=1N=NN(N1)C (5-(2-hydroxylaminophenyl)-2-methyl-2H-tetrazole), ONC1=C(C=CC=C1)C1=NN=NN1C (5-(2-hydroxyaminophenyl)-1-methyl-1H-tetrazole), Cl (hydrochloric acid). Solvent: O (water), C(C)(=O)O (acetic acid), C(C)(=O)O (acetic acid). Reaction conditions: temperature 31 celsius. Yields the product ClS(=O)(=O)C1=C(C=CC=C1)C1=NN=NN1C (5-(2-chlorosulfonylphenyl)-1-methyl-1H-tetrazole). As a reaction SMILES: ONC1C=CC=CC=1C1N=NN(C)N=1.ON[C:17]1[CH:22]=[CH:21][CH:20]=[CH:19][C:18]=1[C:23]1[N:27]([CH3:28])[N:26]=[N:25][N:24]=1.N([O-])=O.[Na+].[S:33](=[O:35])=[O:34].[ClH:36]>O.C(O)(=O)C>[Cl:36][S:33]([C:17]1[CH:22]=[CH:21][CH:20]=[CH:19][C:18]=1[C:23]1[N:27]([CH3:28])[N:26]=[N:25][N:24]=1)(=[O:35])=[O:34] |f:2.3|. Procedure: To 5 g of a mixture of 5-(2-hydroxylaminophenyl)-2-methyl-2H-tetrazole and 5-(2-hydroxyaminophenyl)-1-methyl-1H-tetrazole dissolved in 12 mL of 37% hydrochloric acid and 5 mL of acetic acid was added with stirring 2.3 g of sodium nitrite dissolved in 10 mL of water at -5° to 5° C. After one hour this solution was added, at 0°-5° C., portionwise to a mixture of 25 mL of acetic acid, 0.5 g of cupric chloride and 5 mL of liquified sulfur dioxide. After the addition was completed the cooling bath wa... The reactants are BrC=1C=NC(=NC1)N1C=C(C2=CC=C(C=C12)C(=O)OC)SC (methyl 1-(5-bromopyrimidin-2-yl)-3-(methylthio)-1H-indole-6-carboxylate), ClC1=NC=CC(=C1)C1CC1 (2-chloro-4-cyclopropylpyridine). Product: C1(CC1)C1=CC(=NC=C1)C=1C=NC(=NC1)N1C=C(C2=CC=C(C=C12)C(=O)OC)SC (Methyl 1-(5-(4-cyclopropylpyridin-2-yl)pyrimidin-2-yl)-3-(methylthio)-1H-indole-6-carboxylate). As a reaction SMILES: Br[C:2]1[CH:3]=[N:4][C:5]([N:8]2[C:16]3[C:11](=[CH:12][CH:13]=[C:14]([C:17]([O:19][CH3:20])=[O:18])[CH:15]=3)[C:10]([S:21][CH3:22])=[CH:9]2)=[N:6][CH:7]=1.Cl[C:24]1[CH:29]=[C:28]([CH:30]2[CH2:32][CH2:31]2)[CH:27]=[CH:26][N:25]=1>>[CH:30]1([C:28]2[CH:27]=[CH:26][N:25]=[C:24]([C:2]3[CH:3]=[N:4][C:5]([N:8]4[C:16]5[C:11](=[CH:12][CH:13]=[C:14]([C:17]([O:19][CH3:20])=[O:18])[CH:15]=5)[C:10]([S:21][CH3:22])=[CH:9]4)=[N:6][CH:7]=3)[CH:29]=2)[CH2:32][CH2:31]1. Reported procedure: Synthesized from methyl 1-(5-bromopyrimidin-2-yl)-3-(methylthio)-1H-indole-6-carboxylate (1.7 g, 4.49 mmol) and 2-chloro-4-cyclopropylpyridine (1.03 g, 6.73 mmol) in analogy to the procedures 141a) and b). White solid. Yield: 1.2 g (64% of theory) Reactants: CC(COc1ccc2c(c1)C(=O)NC(C)(C)O2)NCc1ccccc1, CC(C)O, c1ccc(COc2ccc(OCC3CO3)cc2)cc1. Yields the product CC(COc1ccc2c(c1)C(=O)NC(C)(C)O2)N(Cc1ccccc1)CC(O)COc1ccc(OCc2ccccc2)cc1. Reaction SMILES: [CH2:20]([c:21]1[cH:22][cH:23][cH:24][cH:25][cH:26]1)[NH:27][CH:28]([CH2:29][O:30][c:31]1[cH:32][cH:33][c:34]2[c:35]([cH:43]1)[C:36](=[O:42])[NH:37][C:38]([CH3:40])([CH3:41])[O:39]2)[CH3:44].[CH:45]([OH:46])([CH3:47])[CH3:48].[O:1]1[CH:2]([CH2:3][O:4][c:5]2[cH:6][cH:7][c:8]([O:11][CH2:12][c:13]3[cH:14][cH:15][cH:16][cH:17][cH:18]3)[cH:9][cH:10]2)[CH2:19]1>>[OH:1][CH:2]([CH2:3][O:4][c:5]1[cH:6][cH:7][c:8]([O:11][CH2:12][c:13]2[cH:14][cH:15][cH:16][cH:17][cH:18]2)[cH:9][cH:10]1)[CH2:19][N:27]([CH2:20][c:21]1[cH:22][cH:23][cH:24][cH:25][cH:26]1)[CH:28]([CH2:29][O:30][c:31]1[cH:32][cH:33][c:34]2[c:35]([cH:43]1)[C:36](=[O:42])[NH:37][C:38]([CH3:40])([CH3:41])[O:39]2)[CH3:44].